From a dataset of the Open Reaction Database (ORD), a public repository of structured organic reaction records. describe an organic reaction: reactants, conditions, products, and yield Starting materials: C=CC1=CC=CC=C1 (styrene), C=CC=C (butadiene), C(C=C)(=O)O (acrylic acid). Yields the product C=CC=C.C=CC1=CC=CC=C1.C(C=C)(=O)O (styrene-butadiene acrylic acid). RXN SMILES: [CH2:1]=[CH:2][C:3]1[CH:8]=[CH:7][CH:6]=[CH:5][CH:4]=1.C=CC=C.[C:13]([OH:17])(=[O:16])[CH:14]=[CH2:15]>>[CH2:1]=[CH:2][CH:3]=[CH2:4].[CH2:1]=[CH:2][C:3]1[CH:8]=[CH:7][CH:6]=[CH:5][CH:4]=1.[C:13]([OH:17])(=[O:16])[CH:14]=[CH2:15] |f:3.4.5|. Procedure details: sequentially adding equal increments of a monomer mixture of styrene, butadiene and acrylic acid to the seed under emulsion polymerization conditions to form a styrene-butadiene-acrylic acid copolymer; and then Reactants: Cl (HCl), C(C)(C)(C)OC(NCCCCNCC1=CC(=C(C=C1)OCCCCCCCCC=CCCCCCCCC)OCCCCCCCCC=CCCCCCCCC)=O ([4-(3,4-Bis-octadec-9-enyloxy-benzylamino)-butyl]-carbamic acid tert-butyl ester). Run in C(C)(=O)OCC (ethyl acetate), C(C)(=O)OCC (ethyl acetate). Conditions: temperature 0 celsius, time 1 hour. The product is Cl.Cl.C(CCCCCCCC=CCCCCCCCC)OC=1C=C(CNCCCCN)C=CC1OCCCCCCCCC=CCCCCCCCC (N1-(3,4-Bis-octadec-9-enyloxy-benzyl)-butane-1,4-diamine, dihydrochloride salt), powder. Isolated yield 98.0%. RXN SMILES: C(OC(=O)[NH:7][CH2:8][CH2:9][CH2:10][CH2:11][NH:12][CH2:13][C:14]1[CH:19]=[CH:18][C:17]([O:20][CH2:21][CH2:22][CH2:23][CH2:24][CH2:25][CH2:26][CH2:27][CH2:28][CH:29]=[CH:30][CH2:31][CH2:32][CH2:33][CH2:34][CH2:35][CH2:36][CH2:37][CH3:38])=[C:16]([O:39][CH2:40][CH2:41][CH2:42][CH2:43][CH2:44][CH2:45][CH2:46][CH2:47][CH:48]=[CH:49][CH2:50][CH2:51][CH2:52][CH2:53][CH2:54][CH2:55][CH2:56][CH3:57])[CH:15]=1)(C)(C)C.[ClH:59]>C(OCC)(=O)C>[ClH:59].[ClH:59].[CH2:40]([O:39][C:16]1[CH:15]=[C:14]([CH:19]=[CH:18][C:17]=1[O:20][CH2:21][CH2:22][CH2:23][CH2:24][CH2:25][CH2:26][CH2:27][CH2:28][CH:29]=[CH:30][CH2:31][CH2:32][CH2:33][CH2:34][CH2:35][CH2:36][CH2:37][CH3:38])[CH2:13][NH:12][CH2:11][CH2:10][CH2:9][CH2:8][NH2:7])[CH2:41][CH2:42][CH2:43][CH2:44][CH2:45][CH2:46][CH2:47][CH:48]=[CH:49][CH2:50][CH2:51][CH2:52][CH2:53][CH2:54][CH2:55][CH2:56][CH3:57] |f:3.4.5|. Reported procedure: A concentrated solution of the amine 15 (0.158 g, 0.19 mmol) in ethyl acetate was added cooled to 0° C. A total of 4 mL of a freshly prepared saturated solution of HCl in ethyl acetate was added dropwise and the solution stirred for 1 h at room temperature during which time a white precipitate formed. The ethyl acetate was removed in vacuo and the residue co-evaporated with ethyl acetate and chloroform to give the product 22 as an off white powder (0.15 g, 98%); 1H NMR (500 MHz, CDCl3) d 9.50 (b... Starting materials: CN(C)c1cnn(C(C)(C)C)c(=O)c1, CN(C)C=O, O=P(Cl)(Cl)Cl. Yields the product CN(C)c1cnn(C(C)(C)C)c(=O)c1C=O. As a reaction SMILES: [C:6]([CH3:7])([CH3:8])([CH3:9])[n:10]1[n:11][cH:12][c:13]([N:17]([CH3:18])[CH3:19])[cH:14][c:15]1=[O:16].[O:20]=[CH:21][N:22]([CH3:23])[CH3:24].[P:1]([Cl:2])([Cl:3])([Cl:4])=[O:5]>>[C:6]([CH3:7])([CH3:8])([CH3:9])[n:10]1[n:11][cH:12][c:13]([N:17]([CH3:18])[CH3:19])[c:14]([CH:21]=[O:20])[c:15]1=[O:16]. The reactants are CC1(C)C2CCC1(CS(=O)(=O)O)C(=O)C2, O=C([O-])O, CC(C)O, CNC(=O)c1ccccc1Nc1nc(Cl)ncc1Cl, Clc1ncccn1, CC(=O)N1CCCOc2ccc(N)cc21, [Na+], O. Product: CNC(=O)c1ccccc1Nc1nc(Nc2ccc3c(c2)N(C(C)=O)CCCO3)ncc1Cl. As a reaction SMILES: [C:35]12([CH2:36][S:37]([OH:38])(=[O:39])=[O:40])[C:41]([CH3:42])([CH3:43])[CH:44]([CH2:45][CH2:46]1)[CH2:47][C:48]2=[O:49].[C:50](=[O:51])([OH:52])[O-:53].[CH:62]([OH:63])([CH3:64])[CH3:65].[Cl:16][c:17]1[n:18][cH:19][c:20]([Cl:34])[c:21]([NH:23][c:24]2[c:25]([C:26](=[O:27])[NH:28][CH3:29])[cH:30][cH:31][cH:32][cH:33]2)[n:22]1.[Cl:55][c:56]1[n:57][cH:58][cH:59][cH:60][n:61]1.[NH2:1][c:2]1[cH:3][cH:4][c:5]2[c:6]([cH:15]1)[N:7]([C:12]([CH3:13])=[O:14])[CH2:8][CH2:9][CH2:10][O:11]2.[Na+:54].[OH2:66]>>[NH:1]([c:2]1[cH:3][cH:4][c:5]2[c:6]([cH:15]1)[N:7]([C:12]([CH3:13])=[O:14])[CH2:8][CH2:9][CH2:10][O:11]2)[c:17]1[n:18][cH:19][c:20]([Cl:34])[c:21]([NH:23][c:24]2[c:25]([C:26](=[O:27])[NH:28][CH3:29])[cH:30][cH:31][cH:32][cH:33]2)[n:22]1. Reactants: O=C(Br)CBr, CCN(CC)c1ccccc1, CC(C)c1ccc(F)c(C(C)C)c1N, O. Product: CC(C)c1ccc(F)c(C(C)C)c1NC(=O)CBr. RXN SMILES: [Br:26][CH2:27][C:28](=[O:29])[Br:30].[CH2:15]([N:16]([CH2:17][CH3:18])[c:19]1[cH:20][cH:21][cH:22][cH:23][cH:24]1)[CH3:25].[CH:1]([CH3:2])([CH3:3])[c:4]1[c:5]([NH2:6])[c:7]([CH:12]([CH3:13])[CH3:14])[cH:8][cH:9][c:10]1[F:11].[OH2:31]>>[CH:1]([CH3:2])([CH3:3])[c:4]1[c:5]([NH:6][C:28]([CH2:27][Br:26])=[O:29])[c:7]([CH:12]([CH3:13])[CH3:14])[cH:8][cH:9][c:10]1[F:11]. Reactants: CC[C@H]1CN2CC[C@H]1C[C@H]2[C@@H](C3=CC=NC4=CC=CC=C34)O (hydrocinchonidine), C(C)(C)O (isopropanol), [OH-].[K+] (KOH), product, solvent. RXN SMILES: CC[C@@H]1[C@@H]2C[C@@H]([C@H](O)C3[C:21]4[C:16](=[CH:17][CH:18]=[CH:19][CH:20]=4)N=CC=3)N(CC2)C1.[OH-:23].[K+].[CH:25]([OH:28])(C)C>>[CH3:25][O:28][CH:16]1[CH2:17][CH2:18][CH2:19][CH2:20][C:21]1=[O:23] |f:1.2|. Product: COC1C(CCCC1)=O (2-Methoxycyclohexanone). Reagents/catalysts: catalyst. Procedure details: Example 1 is repeated, except that isopropanol is used as solvent, 10 mg of hydrocinchonidine are used as modifier and 100 mg of catalyst are used. In addition, 7 mg of KOH are added. The yield is 0.75 g of product of 90% purity containing 10% solvent (88%).